From a dataset of the Open Reaction Database (ORD), a public repository of structured organic reaction records. describe an organic reaction: reactants, conditions, products, and yield The reactants are ClC=1C=C(C(=O)C2=NC=CC=C2C(=O)OC)C=CC1 (2-(3-chlorobenzoyl)-3-methoxycarbonylpyridine), C1(=CC=CC=C1)NN (phenylhydrazine). Run in C(C)O (ethanol). Yields the product C1(=CC=CC=C1)N1N=C(C2=C(C1=O)C=CC=N2)C2=CC(=CC=C2)Cl (6-phenyl-8-(3-chlorophenyl)pyrido[2,3-d]pyridazin-5-one). Yield: 71.5%. Reaction SMILES: [Cl:1][C:2]1[CH:3]=[C:4]([CH:17]=[CH:18][CH:19]=1)[C:5]([C:7]1[C:12]([C:13]([O:15]C)=O)=[CH:11][CH:10]=[CH:9][N:8]=1)=O.[C:20]1([NH:26][NH2:27])[CH:25]=[CH:24][CH:23]=[CH:22][CH:21]=1>C(O)C>[C:20]1([N:26]2[C:13](=[O:15])[C:12]3[CH:11]=[CH:10][CH:9]=[N:8][C:7]=3[C:5]([C:4]3[CH:17]=[CH:18][CH:19]=[C:2]([Cl:1])[CH:3]=3)=[N:27]2)[CH:25]=[CH:24][CH:23]=[CH:22][CH:21]=1. Procedure details: A solution of 2-(3-chlorobenzoyl)-3-methoxycarbonylpyridine (0.30 g, 1.09 mmoles), phenylhydrazine (0.27 ml, 2.72 mmoles) in ethanol (18 ml) was stirred at 100° C. for 72 hours. The solution was cooled and the solvent was removed. The residue was triturated with methanol to give a white solid, which was collected and air dried, yielding 0.26 g of 6-phenyl-8-(3-chlorophenyl)pyrido[2,3-d]pyridazin-5-one (71.5%), mp 144°-145° C. Reactants: IC=1C=NNC1 (4-Iodo-1H-pyrazole), COC1=CC=C(CBr)C=C1 (4-methoxy-benzyl bromide), C([O-])([O-])=O.[Cs+].[Cs+] (cesium carbonate). Solvent: CN(C)C=O (DMF). Reaction conditions: time 30 minute. Yields the product IC=1C=NN(C1)CC1=CC=C(C=C1)OC (4-Iodo-1-(4-methoxy-benzyl)-1H-pyrazole). Reaction SMILES: [I:1][C:2]1[CH:3]=[N:4][NH:5][CH:6]=1.[CH3:7][O:8][C:9]1[CH:16]=[CH:15][C:12]([CH2:13]Br)=[CH:11][CH:10]=1.C(=O)([O-])[O-].[Cs+].[Cs+]>CN(C=O)C>[I:1][C:2]1[CH:3]=[N:4][N:5]([CH2:13][C:12]2[CH:15]=[CH:16][C:9]([O:8][CH3:7])=[CH:10][CH:11]=2)[CH:6]=1 |f:2.3.4|. Procedure: 4-Iodo-1H-pyrazole (2.0 g, 10.3 mmol), 4-methoxy-benzyl bromide (3.0 mL, 20.6 mmol), and cesium carbonate (5.0 g, 15.5 mmol) were combined in DMF (20 mL) and stirred at room temperature for 30 minutes. The mixture was subjected to standard aqueous workup, and the crude residue was purified on silica gel (0-20% EtOAc in hexanes) to afford the title compound. Reactants: FC1=CC2=C(NC(N=C2)=O)C=N1 (6-fluoropyrido[3,4-d]pyrimidinone), S(=O)(Cl)Cl (thionyl chloride), ClC=1C=C(N)C=CC1OCC1=CC(=CC=C1)Cl (3-chloro-4-(3-chlorobenzyloxy)aniline). Reagents/catalysts: CN(C)C=O (DMF). Run in CC(=O)N(C)C (DMA). Reaction conditions: time 30 minute. Yields the product ClC=1C=C(C=CC1OCC1=CC(=CC=C1)Cl)NC=1C2=C(N=CN1)C=NC(=C2)F (N-(3-chloro-4-(3-chlorobenzyloxy)phenyl)-6-fluoropyrido[3,4-d]pyrimidin-4-amine). Reaction SMILES: [F:1][C:2]1[N:12]=[CH:11][C:5]2[NH:6][C:7](=O)[N:8]=[CH:9][C:4]=2[CH:3]=1.S(Cl)(Cl)=O.[Cl:17][C:18]1[CH:19]=[C:20]([CH:22]=[CH:23][C:24]=1[O:25][CH2:26][C:27]1[CH:32]=[CH:31][CH:30]=[C:29]([Cl:33])[CH:28]=1)[NH2:21]>CN(C=O)C.CC(N(C)C)=O>[Cl:17][C:18]1[CH:19]=[C:20]([NH:21][C:9]2[C:4]3[CH:3]=[C:2]([F:1])[N:12]=[CH:11][C:5]=3[N:6]=[CH:7][N:8]=2)[CH:22]=[CH:23][C:24]=1[O:25][CH2:26][C:27]1[CH:32]=[CH:31][CH:30]=[C:29]([Cl:33])[CH:28]=1. Reported procedure: A heterogeneous mixture of 6-fluoropyrido[3,4-d]pyrimidin-4(3H)-one (200) (1.0 g, 6.06 mmol), thionyl chloride (20 mL) and a catalytic amount of DMF (2 drops) was stirred under reflux for 40 min to give a homogeneous mixture. It was evaporated under reduced pressure at 40° C. (bath temperature) to give a light brown solid. To this solid was added a mixture of 3-chloro-4-(3-chlorobenzyloxy)aniline (1.79 g, 6.67 mmol) and dry DMA (10 mL). The residue of 3-chloro-4-(3-chlorobenzyloxy)aniline was wa... Starting materials: ClCCl, COC(=O)c1cc(-c2ccc(C)cc2)cc(N(C)C(=O)C(C)C)c1, On1nnc2ccccc21, CC(N)c1cnccn1. Yields the product Cc1ccc(-c2cc(C(=O)NC(C)c3cnccn3)cc(N(C)C(=O)C(C)C)c2)cc1. RXN SMILES: [CH2:44]([Cl:45])[Cl:46].[CH3:1][O:2][C:3](=[O:4])[c:5]1[cH:6][c:7](-[c:18]2[cH:19][cH:20][c:21]([CH3:24])[cH:22][cH:23]2)[cH:8][c:9]([N:11]([CH3:12])[C:13]([CH:14]([CH3:15])[CH3:16])=[O:17])[cH:10]1.[OH:34][n:35]1[c:36]2[c:37]([cH:38][cH:39][cH:40][cH:41]2)[n:42][n:43]1.[n:25]1[c:26]([CH:31]([CH3:32])[NH2:33])[cH:27][n:28][cH:29][cH:30]1>>[O:2]=[C:3]([c:5]1[cH:6][c:7](-[c:18]2[cH:19][cH:20][c:21]([CH3:24])[cH:22][cH:23]2)[cH:8][c:9]([N:11]([CH3:12])[C:13]([CH:14]([CH3:15])[CH3:16])=[O:17])[cH:10]1)[NH:33][CH:31]([c:26]1[n:25][cH:30][cH:29][n:28][cH:27]1)[CH3:32]. Product: NC1=C(N=C(C(N1)=O)C)[C@H]1[C@H](O)[C@H](O)[C@H](O1)CO (6-amino-3-methyl-5-(β-D-ribofuranosyl)-pyrazin-2-one). Reactants: NC1=C(N=C(C(=N1)OCC1=CC=CC=C1)C)[C@H]1[C@H](O)[C@H](O)[C@H](O1)CO (6-Amino-2-benzyloxy-3-methyl-5-β-D-ribofuranosylpyrazine), PdOH--C. The yield is 116.6%. As a reaction SMILES: [NH2:1][C:2]1[N:7]=[C:6]([O:8]CC2C=CC=CC=2)[C:5]([CH3:16])=[N:4][C:3]=1[C@@H:17]1[O:23][C@H:22]([CH2:24][OH:25])[C@@H:20]([OH:21])[C@H:18]1[OH:19]>CO>[NH2:1][C:2]1[NH:7][C:6](=[O:8])[C:5]([CH3:16])=[N:4][C:3]=1[C@@H:17]1[O:23][C@H:22]([CH2:24][OH:25])[C@@H:20]([OH:21])[C@H:18]1[OH:19]. Solvent: CO (MeOH). Reported procedure: 6-Amino-2-benzyloxy-3-methyl-5-β-D-ribofuranosylpyrazine (21 mg, 0.060 mmol) was dissolved in MeOH (3 mL) at RT and the solution cooled to 0° C. PdOH--C was added and the suspension stirred under H2 (g) for 1 h at 0° C. The catalyst was quickly removed by filtration and the product containing solution recovered in a precooled flask. The resulting colorless solution was cooled in N2 (1). Evaporation of the solvent at low temperature under high vacuum yielded 6-amino-3-methyl-5-(β-D-ribofuranosyl)... Conditions: temperature 0 celsius, time 1 hour. Starting materials: COC(C)(C)C, CC1CC2(CCC1=O)OCCO2, ClCCl, NCc1ccccc1. The product is CC1CC2(CCC1=NCc1ccccc1)OCCO2. As a reaction SMILES: [C:21]([O:22][CH3:23])([CH3:24])([CH3:25])[CH3:26].[CH3:9][CH:10]1[CH2:11][C:12]2([O:13][CH2:14][CH2:15][O:16]2)[CH2:17][CH2:18][C:19]1=[O:20].[Cl:27][CH2:28][Cl:29].[NH2:1][CH2:2][c:3]1[cH:4][cH:5][cH:6][cH:7][cH:8]1>>[N:1]([CH2:2][c:3]1[cH:4][cH:5][cH:6][cH:7][cH:8]1)=[C:19]1[CH:10]([CH3:9])[CH2:11][C:12]2([O:13][CH2:14][CH2:15][O:16]2)[CH2:17][CH2:18]1. Run in O1CCCC1 (tetrahydrofuran), C(C)(=O)OCC.CO (ethyl acetate methanol). Product: C1(C=2C(C(N1CCO[C@H]1[C@@H](O[C@@H]([C@H]1O)CO)N1C(=O)NC(=O)C(=C1)C)=O)=CC=CC2)=O (2′-O-phthalimidoethyl-5-methyluridine). As a reaction SMILES: [OH:1][CH2:2][CH2:3][N:4]1[C:8](=[O:9])[C:7]2=[CH:10][CH:11]=[CH:12][CH:13]=[C:6]2[C:5]1=[O:14].B.[H][H].[CH3:18][C:19]1[C:33](=[O:34])[N:32]=[C:31]2[N:21]([C@@H:22]3[O:26][C@H:25]([CH2:27][OH:28])[C@@H:24]([OH:29])[C@@H:23]3[O:30]2)[CH:20]=1.C(=O)(O)[O-].[Na+]>O1CCCC1.C(OCC)(=O)C.CO>[C:8]1(=[O:9])[N:4]([CH2:3][CH2:2][O:1][C@@H:23]2[C@H:24]([OH:29])[C@@H:25]([CH2:27][OH:28])[O:26][C@H:22]2[N:21]2[CH:20]=[C:19]([CH3:18])[C:33](=[O:34])[NH:32][C:31]2=[O:30])[C:5](=[O:14])[C:6]2=[CH:13][CH:12]=[CH:11][CH:10]=[C:7]12 |f:4.5,7.8|. Reactants: OCCN1C(C=2C(C1=O)=CC=CC2)=O (N-(2-Hydroxyethyl)phthalimide), B (borane), CC1=CN2[C@H]3[C@H]([C@@H]([C@H](O3)CO)O)OC2=NC1=O (2,2′-Anhydro-5-methyluridine), C([O-])(O)=O.[Na+] (sodium bicarbonate), stainless steel, [H][H] (Hydrogen). Procedure details: N-(2-Hydroxyethyl)phthalimide (277 g, 1.45 mol) was slowly added to a solution of borane in tetrahydrofuran (1 M, 600 mL), with stirring. Hydrogen gas evolved as the solid dissolved. Once the rate of gas evolution subsided, the solution was placed in a 2 L stainless steel bomb. 2,2′-Anhydro-5-methyluridine (60 g, 0.25 mol) and sodium bicarbonate (120 mg) were added and the bomb was sealed. After 30 minutes, the bomb was vented and placed in an oil bath and heated to 150° C. internal temperature ... Reaction conditions: temperature 150 celsius, time 30 minute.